This data is from the Open Reaction Database (ORD), a public repository of structured organic reaction records. The task is: describe an organic reaction: reactants, conditions, products, and yield Starting materials: C(C1=CC=CC=C1)ON1C(N2C(N(C3=C2C=C(C(=C3)N3CCN(CC3)C(=O)[C@H](C)NC(OCC3=CC=CC=C3)=O)F)C3CC3)=CC1=O)=O (Benzyl [(S)-1-[[4-[2-(benzyloxy)-5-cyclopropyl-8-fluoro-1,2,3,5-tetrahydro-1,3-dioxopyrimido[1,6-a]benzimidazol-7-yl]-1-piperazinyl]carbonyl]ethyl]carbamate). Solvent: CN(C)C=O (DMF), [Pd] (Pd/C). Product: N[C@@H](C)C(=O)N1CCN(CC1)C1=CC2=C(N3C(N2C2CC2)=CC(N(C3=O)O)=O)C=C1F (7-(4-L-alanyl-1-piperazinyl)-5-cyclopropyl-8-fluoro-2-hydroxypyrimido[1,6-a]benzimidazole-1,3(2H,5H)-dione). The yield is 74.2%. Reaction SMILES: C([O:8][N:9]1[C:46](=[O:47])[CH:45]=[C:12]2[N:13]([CH:42]3[CH2:44][CH2:43]3)[C:14]3[CH:19]=[C:18]([N:20]4[CH2:25][CH2:24][N:23]([C:26]([C@@H:28]([NH:30]C(=O)OCC5C=CC=CC=5)[CH3:29])=[O:27])[CH2:22][CH2:21]4)[C:17]([F:41])=[CH:16][C:15]=3[N:11]2[C:10]1=[O:48])C1C=CC=CC=1>CN(C=O)C.[Pd]>[NH2:30][C@H:28]([C:26]([N:23]1[CH2:22][CH2:21][N:20]([C:18]2[C:17]([F:41])=[CH:16][C:15]3[N:11]4[C:10](=[O:48])[N:9]([OH:8])[C:46](=[O:47])[CH:45]=[C:12]4[N:13]([CH:42]4[CH2:44][CH2:43]4)[C:14]=3[CH:19]=2)[CH2:25][CH2:24]1)=[O:27])[CH3:29]. Procedure details: Benzyl [(S)-1-[[4-[2-(benzyloxy)-5-cyclopropyl-8-fluoro-1,2,3,5-tetrahydro-1,3-dioxopyrimido[1,6-a]benzimidazol-7-yl]-1-piperazinyl]carbonyl]ethyl]carbamate (127 mg, 0.194 mmol) is dissolved in DMF (15 ml) and hydrogenated over 5 percent Pd/C. After completion of the reduction the catalyst is filtered off and the filtrate is evaporated. The residue is taken up in methanol (50 ml) and treated with active charcoal. After filtering off the charcoal the filtrate is concentrated to a volume of 25 ml.... Reactants: C(CCCCCCCCCCCCCCCCC)(=O)Cl (stearoyl chloride), ice, NC(C(=O)[O-])CC(C)C.[K+] (potassium 2-amino-4-methylpentanoate), C(CCCCCCCCCCCCCCCCC)(=O)Cl (stearoyl chloride). Yields the product C(CCCCCCCCCCCCCCCCC)(=O)OC(C(CC(C)C)N)=O (2-amino-4-methylpentanoic stearic anhydride). RXN SMILES: [C:1](Cl)(=[O:19])[CH2:2][CH2:3][CH2:4][CH2:5][CH2:6][CH2:7][CH2:8][CH2:9][CH2:10][CH2:11][CH2:12][CH2:13][CH2:14][CH2:15][CH2:16][CH2:17][CH3:18].[NH2:21][CH:22]([CH2:26][CH:27]([CH3:29])[CH3:28])[C:23]([O-:25])=[O:24].[K+]>>[C:1]([O:24][C:23](=[O:25])[CH:22]([NH2:21])[CH2:26][CH:27]([CH3:29])[CH3:28])(=[O:19])[CH2:2][CH2:3][CH2:4][CH2:5][CH2:6][CH2:7][CH2:8][CH2:9][CH2:10][CH2:11][CH2:12][CH2:13][CH2:14][CH2:15][CH2:16][CH2:17][CH3:18] |f:1.2|. Procedure: Finally, in a dry 2-necked, round bottomed flask, fixed with a separatory funnel, containing 21.27 g (70 mmol) of the prepared stearoyl chloride, and side arm water condenser fixed with a dry receiving flask, is placed 13.03 g (77 mmol) of potassium 2-amino-4-methylpentanoate. The round bottomed flask is placed in an ice bath and the stearoyl chloride is added drop wise. After addition is completed the mixture is shaken and the ice bath is replaced by a heating mantle. The flask is then heated u... Reactants: ClC=1C=C(C=2N(N1)C(=CN2)C#N)N(C2=CC=CC=C2)CC2=CC=C(C=C2)OC (6-Chloro-8-((4-methoxybenzyl)(phenyl)amino)imidazo[1,2-b]pyridazine-3-carbonitrile), N[C@@H]1CN(CCC1)CC1=CC=CC=C1 ((S)-3-amino-1-benzylpiperidine). The solvent is C(Cl)Cl (DCM). Reaction conditions: temperature 160 celsius. Yields the product C(C1=CC=CC=C1)N1C[C@H](CCC1)NC=1C=C(C=2N(N1)C(=CN2)C#N)N(C2=CC=CC=C2)CC2=CC=C(C=C2)OC ((S)-6-(1-benzylpiperidin-3-ylamino)-8-((4-methoxybenzyl)(phenyl)amino)imidazo[1,2-b]pyridazine-3-carbonitrile). Yield: 39.4%. Reaction SMILES: Cl[C:2]1[CH:3]=[C:4]([N:13]([CH2:20][C:21]2[CH:26]=[CH:25][C:24]([O:27][CH3:28])=[CH:23][CH:22]=2)[C:14]2[CH:19]=[CH:18][CH:17]=[CH:16][CH:15]=2)[C:5]2[N:6]([C:8]([C:11]#[N:12])=[CH:9][N:10]=2)[N:7]=1.[NH2:29][C@H:30]1[CH2:35][CH2:34][CH2:33][N:32]([CH2:36][C:37]2[CH:42]=[CH:41][CH:40]=[CH:39][CH:38]=2)[CH2:31]1>C(Cl)Cl>[CH2:36]([N:32]1[CH2:33][CH2:34][CH2:35][C@H:30]([NH:29][C:2]2[CH:3]=[C:4]([N:13]([CH2:20][C:21]3[CH:26]=[CH:25][C:24]([O:27][CH3:28])=[CH:23][CH:22]=3)[C:14]3[CH:19]=[CH:18][CH:17]=[CH:16][CH:15]=3)[C:5]3[N:6]([C:8]([C:11]#[N:12])=[CH:9][N:10]=3)[N:7]=2)[CH2:31]1)[C:37]1[CH:38]=[CH:39][CH:40]=[CH:41][CH:42]=1. Reported procedure: 6-Chloro-8-((4-methoxybenzyl)(phenyl)amino)imidazo[1,2-b]pyridazine-3-carbonitrile (100 mg, 0.257 mmol) from example XXXI, step (1b) and (S)-3-amino-1-benzylpiperidine (195 mg, 1.026 mmol) were combined in a 1-dram vial and heated at 160° C. for 6 h. The reaction was cooled to room temperature, dissolved in DCM (2 mL) and loaded onto to a 12 g silica gel column and eluted with 5%-100% EtOAc/heptane to give (S)-6-(1-benzylpiperidin-3-ylamino)-8-((4-methoxybenzyl)(phenyl)amino)imidazo[1,2-b]pyrida... The reactants are C(#N)C=1C=NC=C(C1)CC (3-cyano-5-ethylpyridine), C(CC)O (1-propanol), Cl (hydrogen chloride). Conditions: time 30 hour. Product: crude product, C(C)C=1C=C(C=NC1)C(OCCC)=N (propyl 5-ethyl-3-pyridinecarboximidate). Reaction SMILES: [C:1]([C:3]1[CH:4]=[N:5][CH:6]=[C:7]([CH2:9][CH3:10])[CH:8]=1)#[N:2].Cl.[CH2:12]([OH:15])[CH2:13][CH3:14]>>[CH2:9]([C:7]1[CH:8]=[C:3]([C:1](=[NH:2])[O:15][CH2:12][CH2:13][CH3:14])[CH:4]=[N:5][CH:6]=1)[CH3:10]. Procedure details: After 3-cyano-5-ethylpyridine (2.07 g, 15.7 mmol) was dissolved in 1-propanol (80 ml) and hydrogen chloride gas was passed into the solution for 30 minutes, the reactor was tight sealed and the mixture was stirred at room temperature for 30 hours. After the completion of the reaction, the reaction mixture was concentrated under reduced pressure, and the residue was neutralized with a saturated aqueous sodium carbonate solution and extracted with chloroform (100 ml×3). The chloroform layer was wa... Reaction SMILES: [C:1]([O:2][C:3](=[O:4])[NH:7][c:8]1[c:9]([NH:19][C:20]([CH2:21][C:22](=[O:5])[c:23]2[cH:24][c:25](-[c:29]3[n:30][cH:31][cH:32][n:33][cH:34]3)[cH:26][cH:27][cH:28]2)=[O:36])[cH:10][c:11]([C:15]([F:16])([F:17])[F:18])[c:12]([CH3:14])[cH:13]1)([CH3:6])([CH3:35])[CH3:37].[Cl:45][CH2:46][Cl:47].[F:38][C:39]([F:40])([F:41])[C:42]([OH:43])=[O:44]>>[N:7]1=[C:22]([c:23]2[cH:24][c:25](-[c:29]3[n:30][cH:31][cH:32][n:33][cH:34]3)[cH:26][cH:27][cH:28]2)[CH2:21][C:20](=[O:36])[NH:19][c:9]2[c:8]1[cH:13][c:12]([CH3:14])[c:11]([C:15]([F:16])([F:17])[F:18])[cH:10]2. Product: Cc1cc2c(cc1C(F)(F)F)NC(=O)CC(c1cccc(-c3cnccn3)c1)=N2. Starting materials: Cc1cc(NC(=O)OC(C)(C)C)c(NC(=O)CC(=O)c2cccc(-c3cnccn3)c2)cc1C(F)(F)F, ClCCl, O=C(O)C(F)(F)F. As a reaction SMILES: [CH3:1][O:2][c:3]1[c:4]([CH2:5][n:6]2[c:7](=[O:19])[c:8]([C:16](=[O:17])[OH:18])[cH:9][c:10]3[cH:11][cH:12][cH:13][n:14][c:15]23)[cH:20][cH:21][cH:22][cH:23]1.[CH3:30][N:31]([CH3:32])[CH:33]=[O:34].[Cl:24][C:25]([C:26]([Cl:27])=[O:28])=[O:29].[Cl:35][CH2:36][Cl:37]>>[CH3:1][O:2][c:3]1[c:4]([CH2:5][n:6]2[c:7](=[O:19])[c:8]([C:16](=[O:17])[OH:18])[cH:9][c:10]3[cH:11][cH:12][cH:13][n:14][c:15]23)[cH:20][cH:21][cH:22][cH:23]1.[Cl-:24]. The product is COc1ccccc1Cn1c(=O)c(C(=O)O)cc2cccnc21, [Cl-]. Reactants: COc1ccccc1Cn1c(=O)c(C(=O)O)cc2cccnc21, CN(C)C=O, O=C(Cl)C(=O)Cl, ClCCl. The reactants are CCCCCC (hexane), C[Si](OCCO[Si](C)(C)C)(C)C (1,2-bis(trimethylsilyloxy)ethane), C[O-].[Na+] (sodium methoxide), 2, C[Si](C)(C)OS(=O)(=O)C(F)(F)F (trimethysilyltrifluoromethanesulfonate), 1, C(C)(=O)OCC (ethyl acetate). Solvent: CO (MeOH), CO (methanol), C(Cl)Cl (CH2Cl2), C(Cl)Cl (CH2Cl2), C(Cl)Cl (CH2Cl2), CO (MeOH). Conditions: temperature -78 celsius, time 1 hour. Yields the product C1(OCCO1)C1C2CC(OC2CC1O)=O (6-(2,5-dioxolanyl)-7-hydroxy-2-oxabicyclo[3.3.0]octan-3-one). RXN SMILES: C[Si](C)(C)[O:3][CH2:4][CH2:5][O:6][Si](C)(C)C.C[Si](OS(C(F)(F)F)(=O)=O)(C)C.C[O-:26].[Na+].[CH3:28][CH2:29][CH2:30][CH2:31]CC.[C:34]([O:37][CH2:38][CH3:39])(=[O:36])[CH3:35]>C(Cl)Cl.CO>[CH:28]1([CH:29]2[CH:30]([OH:26])[CH2:31][CH:38]3[CH:39]2[CH2:35][C:34](=[O:36])[O:37]3)[O:6][CH2:5][CH2:4][O:3]1 |f:2.3|. Reported procedure: In a round bottom flask equipped with a magnetic stirbar is placed 1,2-bis(trimethylsilyloxy)ethane (1.3 eq.) in CH2Cl2 containing trimethysilyltrifluoromethanesulfonate at -78° C. To this is added, within 20 minutes, a solution of 1 (1 eq) in CH2Cl2. The reaction is stirred for 1 hour at -78° C. and then slowly warmed to 25° C. for 1 hour. The reaction is quenched at 0° C. with water, extracted with CH2Cl2 (3 times), dried (MgSO4), and concentrated in vacuo to give crude 2. To a well stirred so... Starting materials: NC1=C(C(=NN1C1=C(C=C(C=C1Cl)C(F)(F)F)Cl)C(=O)O)SC(F)(F)F (5-amino-1-(2,6-dichloro-4-trifluoromethylphenyl)-4-trifluoromethylthio-1H-pyrazole-3-carboxylic acid), 1,1-dicarbonylimidazole, C1(CC1)N (Cyclopropylamine). Solvent: O (water), O1CCOCC1 (dioxane). Conditions: time 2 hour. The product is C1(CC1)NC(=O)C1=NN(C(=C1SC(F)(F)F)N)C1=C(C=C(C=C1Cl)C(F)(F)F)Cl (5-Amino-1-(2,6-dichloro-4-trifluoromethylphenyl)-4-trifluoromethylthio-1H-pyrazole-3-carboxylic acid cyclopropylamide). Isolated yield 86.9%. Reaction SMILES: [NH2:1][C:2]1[N:6]([C:7]2[C:12]([Cl:13])=[CH:11][C:10]([C:14]([F:17])([F:16])[F:15])=[CH:9][C:8]=2[Cl:18])[N:5]=[C:4]([C:19](O)=[O:20])[C:3]=1[S:22][C:23]([F:26])([F:25])[F:24].[CH:27]1([NH2:30])[CH2:29][CH2:28]1>O1CCOCC1.O>[CH:27]1([NH:30][C:19]([C:4]2[C:3]([S:22][C:23]([F:24])([F:26])[F:25])=[C:2]([NH2:1])[N:6]([C:7]3[C:12]([Cl:13])=[CH:11][C:10]([C:14]([F:15])([F:16])[F:17])=[CH:9][C:8]=3[Cl:18])[N:5]=2)=[O:20])[CH2:29][CH2:28]1. Procedure: A mixture of 5-amino-1-(2,6-dichloro-4-trifluoromethylphenyl)-4-trifluoromethylthio-1H-pyrazole-3-carboxylic acid (0.85 g, 1.83 mmol) and 1,1-dicarbonylimidazole (0.36 g, 2.20 mmol) in dioxane was heated to. 55° C. for 2 hours. Cyclopropylamine (0.20 ml, 2.83 mmol) was then added and stirring continued at 55° C. for 6 hours. The cooled mixture was diluted with water, extracted with ethyl acetate, washed with aqueous potassium hydrogensulfate (5%), dried over magnesium sulfate and evaporated to g... Starting materials: C(C)(C)(C)OC(=O)N1CCN(CC1)C1=C(C=CC(=C1)F)[N+](=O)[O-] (tert-butyl-4-(5-fluoro-2-nitrophenyl)piperazin-1-carboxylate), [N+](=O)([O-])C1=CC=CC(=C1)[N+](=O)[O-] (2,4-dinitrobenzene), C(=O)(OC(C)(C)C)N1CCNCC1 (N-Boc-piperazine), C([O-])([O-])=O.[K+].[K+] (potassium carbonate). The solvent is CN(C=O)C (dimethylformamide). Reaction conditions: temperature 50 celsius, time 8 hour. Product: C(C)(C)(C)OC(=O)N1CCN(CC1)C1=CC(=C(C=C1)[N+](=O)[O-])F (tert-butyl-4-(3-fluoro-4-nitrophenyl)piperazin-1-carboxylate). Reaction SMILES: [N+:1](C1C=C([N+]([O-])=O)C=CC=1)([O-:3])=[O:2].C(N1CCNCC1)(OC(C)(C)C)=O.C(=O)([O-])[O-].[K+].[K+].[C:32]([O:36][C:37]([N:39]1[CH2:44][CH2:43][N:42]([C:45]2[CH:50]=[C:49]([F:51])[CH:48]=[CH:47][C:46]=2[N+]([O-])=O)[CH2:41][CH2:40]1)=[O:38])([CH3:35])([CH3:34])[CH3:33]>CN(C)C=O>[C:32]([O:36][C:37]([N:39]1[CH2:40][CH2:41][N:42]([C:45]2[CH:46]=[CH:47][C:48]([N+:1]([O-:3])=[O:2])=[C:49]([F:51])[CH:50]=2)[CH2:43][CH2:44]1)=[O:38])([CH3:35])([CH3:33])[CH3:34] |f:2.3.4|. Procedure details: 2,4-dinitrobenzene (1.2 g), N-Boc-piperazine (1.4 g) and potassium carbonate (1.2 g) were dissolved in dimethylformamide (5 mL) and stirred at 50° C. overnight. Then, the mixture was distilled under reduced pressure to remove dimethylformamide, added with water, and extracted with ethyl acetate. The thus obtained organic layer was washed with brine, and water was removed with sodium sulfate, and the solvent was removed by distillation under reduced pressure. The mixture was purified by column ch... The reactants are CCOC(=O)c1cn2nc(Cn3nnc4ccc(Br)cc43)ccc2n1, CO, [Li+], [OH-], O. Product: O=C(O)c1cn2nc(Cn3nnc4ccc(Br)cc43)ccc2n1. As a reaction SMILES: [Br:1][c:2]1[cH:3][cH:4][c:5]2[c:6]([n:7]([CH2:10][c:11]3[cH:12][cH:13][c:14]4[n:15]([n:16]3)[cH:17][c:18]([C:20](=[O:21])[O:22][CH2:23][CH3:24])[n:19]4)[n:8][n:9]2)[cH:25]1.[CH3:29][OH:30].[Li+:27].[OH-:26].[OH2:28]>>[Br:1][c:2]1[cH:3][cH:4][c:5]2[c:6]([n:7]([CH2:10][c:11]3[cH:12][cH:13][c:14]4[n:15]([n:16]3)[cH:17][c:18]([C:20](=[O:21])[OH:22])[n:19]4)[n:8][n:9]2)[cH:25]1.